This data is from the Open Reaction Database (ORD), a public repository of structured organic reaction records. The task is: describe an organic reaction: reactants, conditions, products, and yield The reactants are C(C)OC(=O)N1CCN(CC1)C1=NN(C2=CC=CC=C12)C1=CC=CC=C1 (4-(1-phenyl-1H-indazol-3-yl)-1-piperazine carboxylic acid ethyl ester), [OH-].[K+] (potassium hydroxide), C(C)O (ethanol). Solvent: O (water). Yields the product C1(=CC=CC=C1)N1N=C(C2=CC=CC=C12)N1CCNCC1 (1-phenyl-3-(1-piperazinyl)-1H-indazole). The yield is 86.5%. Reaction SMILES: C(OC([N:6]1[CH2:11][CH2:10][N:9]([C:12]2[C:20]3[C:15](=[CH:16][CH:17]=[CH:18][CH:19]=3)[N:14]([C:21]3[CH:26]=[CH:25][CH:24]=[CH:23][CH:22]=3)[N:13]=2)[CH2:8][CH2:7]1)=O)C.[OH-].[K+].C(O)C>O>[C:21]1([N:14]2[C:15]3[C:20](=[CH:19][CH:18]=[CH:17][CH:16]=3)[C:12]([N:9]3[CH2:10][CH2:11][NH:6][CH2:7][CH2:8]3)=[N:13]2)[CH:22]=[CH:23][CH:24]=[CH:25][CH:26]=1 |f:1.2|. Reported procedure: A stirred solution of 6.4 g of 4-(1-phenyl-1H-indazol-3-yl)-1-piperazine carboxylic acid ethyl ester, 6.1 g of potassium hydroxide in 60 ml of water, and 120 ml of ethanol was refluxed under nitrogen for 32 hours. The reaction mixture was concentrated in vacuo, diluted with water, and extracted with diethyl ether. The extract was washed with water and then with brine, dried over anhydrous magnesium sulfate, and concentrated to give 4.4 g of 1-phenyl-3-(1-piperazinyl)-1H-indazole as a solid. The ... The reactants are C1(=CC=CC=C1)P(C1=CC=CC=C1)C1=CC=CC=C1 (triphenylphosphine), CC1=CC=C(C=C1)OC (4-methylanisole), poly(ethylene glycol), C(C)(C)(C)OC(=O)N1CC=2N(CC1)C(=C(C2I)C#N)C2=CC=CC=C2 (7-cyano-8-iodo-6-phenyl-3,4-dihydro-1H-pyrrolo[1,2-a]pyrazine-2-carboxylic acid 2-tert-butyl ester), [C]=O (carbon monoxide), [OH-].[Na+] (sodium hydroxide). Reagents/catalysts: C1=CC=C(C=C1)P(C2=CC=CC=C2)C3=CC=CC=C3.C1=CC=C(C=C1)P(C2=CC=CC=C2)C3=CC=CC=C3.Cl[Pd]Cl (bis(triphenylphosphine)palladium (II) chloride). The solvent is O (water), C(C)OCC (diethyl ether). Reaction conditions: temperature 80 celsius, time 6 hour. Yields the product C(C)(C)(C)OC(=O)N1CC=2N(CC1)C(=C(C2C(=O)O)C#N)C2=CC=CC=C2 (7-Cyano-6-phenyl-3,4-dihydro-1H-pyrrolo[1,2-a]pyrazine-2,8-dicarboxylic acid 2-tert-butyl ester). RXN SMILES: C1(P(C2C=CC=CC=2)C2C=CC=CC=2)C=CC=CC=1.CC1C=CC([O:27][CH3:28])=CC=1.[C:29]([O:33][C:34]([N:36]1[CH2:41][CH2:40][N:39]2[C:42]([C:48]3[CH:53]=[CH:52][CH:51]=[CH:50][CH:49]=3)=[C:43]([C:46]#[N:47])[C:44](I)=[C:38]2[CH2:37]1)=[O:35])([CH3:32])([CH3:31])[CH3:30].[C]=[O:55].[OH-].[Na+]>O.C1C=CC(P(C2C=CC=CC=2)C2C=CC=CC=2)=CC=1.C1C=CC(P(C2C=CC=CC=2)C2C=CC=CC=2)=CC=1.Cl[Pd]Cl.C(OCC)C>[C:29]([O:33][C:34]([N:36]1[CH2:41][CH2:40][N:39]2[C:42]([C:48]3[CH:53]=[CH:52][CH:51]=[CH:50][CH:49]=3)=[C:43]([C:46]#[N:47])[C:44]([C:28]([OH:27])=[O:55])=[C:38]2[CH2:37]1)=[O:35])([CH3:32])([CH3:31])[CH3:30] |f:4.5,7.8.9,^3:53|. Procedure details: A mechanically stirred mixture of bis(triphenylphosphine)palladium (II) chloride (425 mg), triphenylphosphine (425 mg), 4-methylanisole (125 mL) and poly(ethylene glycol) (Average Mn ca 4600, 850 g) was treated with 7-cyano-8-iodo-6-phenyl-3,4-dihydro-1H-pyrrolo[1,2-a]pyrazine-2-carboxylic acid 2-tert-butyl ester (7.5 g, Reference Example 20), then placed under a blanket of carbon monoxide. The reaction mixture was heated to 80° C. and then treated with a solution of sodium hydroxide (10.6 g) in... The reactants are [BH3-]C#N.[Na+] (NaBH3CN), N1CCC(CC1)C(=O)OCC (ethyl piperidine-4-carboxylate), CC(=O)O (AcOH), O=C1NC2=C(CCN1C1CCN(CC1)C(=O)O[C@@H](C(N1CCC(CC1)=O)=O)CC1=CC(=C(C(=C1)C(F)(F)F)N)Cl)C=CC=C2 ((R)-1-(4-amino-3-chloro-5-trifluoromethyl-benzyl)-2-oxo-2-(4-oxo-piperidin-1-yl)-ethyl 4-(2-oxo-1,2,4,5-tetrahydro-1,3-benzodiazepin-3-yl)-piperidine-1-carboxylate). The solvent is C1CCOC1.CO (THF MeOH). Conditions: time 2 hour. The product is NC1=C(C=C(C=C1C(F)(F)F)C[C@H](C(=O)N1CCC(CC1)N1CCC(CC1)C(=O)OCC)OC(=O)N1CCC(CC1)N1C(NC2=C(CC1)C=CC=C2)=O)Cl (ethyl 1′-{(R)-3-(4-amino-3-chloro-5-trifluoromethyl-phenyl)-2-[4-(2-oxo-1,2,4,5-tetrahydro-1,3-benzodiazepin-3-yl)-piperidine-1-carbonyloxy]-propionyl}-1,4′-bipiperidinyl-4-carboxylate). Reaction SMILES: [NH:1]1[CH2:6][CH2:5][CH:4]([C:7]([O:9][CH2:10][CH3:11])=[O:8])[CH2:3][CH2:2]1.CC(O)=O.[O:16]=[C:17]1[N:23]([CH:24]2[CH2:29][CH2:28][N:27]([C:30]([O:32][C@H:33]([CH2:43][C:44]3[CH:49]=[C:48]([C:50]([F:53])([F:52])[F:51])[C:47]([NH2:54])=[C:46]([Cl:55])[CH:45]=3)[C:34](=[O:42])[N:35]3[CH2:40][CH2:39][C:38](=O)[CH2:37][CH2:36]3)=[O:31])[CH2:26][CH2:25]2)[CH2:22][CH2:21][C:20]2[CH:56]=[CH:57][CH:58]=[CH:59][C:19]=2[NH:18]1.[BH3-]C#N.[Na+]>C1COCC1.CO>[NH2:54][C:47]1[C:48]([C:50]([F:52])([F:53])[F:51])=[CH:49][C:44]([CH2:43][C@@H:33]([O:32][C:30]([N:27]2[CH2:28][CH2:29][CH:24]([N:23]3[CH2:22][CH2:21][C:20]4[CH:56]=[CH:57][CH:58]=[CH:59][C:19]=4[NH:18][C:17]3=[O:16])[CH2:25][CH2:26]2)=[O:31])[C:34]([N:35]2[CH2:36][CH2:37][CH:38]([N:1]3[CH2:6][CH2:5][CH:4]([C:7]([O:9][CH2:10][CH3:11])=[O:8])[CH2:3][CH2:2]3)[CH2:39][CH2:40]2)=[O:42])=[CH:45][C:46]=1[Cl:55] |f:3.4,5.6|. Procedure details: 62.9 mg (0.4 mmol) ethyl piperidine-4-carboxylate and 11 μL (0.2 mmol) AcOH were added to a solution of 127 mg (0.2 mmol) (R)-1-(4-amino-3-chloro-5-trifluoromethyl-benzyl)-2-oxo-2-(4-oxo-piperidin-1-yl)-ethyl 4-(2-oxo-1,2,4,5-tetrahydro-1,3-benzodiazepin-3-yl)-piperidine-1-carboxylate in 2 mL THF/MeOH (2:1) and the reaction mixture was stirred for 2 h at RT. Then it was cooled to 0° C., combined with 10.6 mg (0.16 mmol) NaBH3CN after 2 h and stirred at 0° C. overnight. The solvent was allowed to...